describe an organic reaction: reactants, conditions, products, and yield From a dataset of the Open Reaction Database (ORD), a public repository of structured organic reaction records. Starting materials: NC1=NNC2=NC=NC(=C21)NC2=CC(=CC=C2)Cl (3-amino-4-(3-chloro-phenylamino)-1H-pyrazolo[3,4-d]pyrimidine), C(C1=CC=CC=C1)N=C=O (benzyl isocyanate). Solvent: O1CCOCC1 (dioxane), CN1CCN(C1=O)C (DMEU). Reaction conditions: time 8 hour. Yields the product C(C1=CC=CC=C1)NC(=O)NC1=NNC2=NC=NC(=C21)NC2=CC(=CC=C2)Cl (3-(benzylamino-carbonylamino)-4-(3-chloro-phenylamino)-1H-pyrazolo[3,4-d]pyrimidine). As a reaction SMILES: [NH2:1][C:2]1[C:10]2[C:5](=[N:6][CH:7]=[N:8][C:9]=2[NH:11][C:12]2[CH:17]=[CH:16][CH:15]=[C:14]([Cl:18])[CH:13]=2)[NH:4][N:3]=1.[CH2:19]([N:26]=[C:27]=[O:28])[C:20]1[CH:25]=[CH:24][CH:23]=[CH:22][CH:21]=1>O1CCOCC1.CN1C(=O)N(C)CC1>[CH2:19]([NH:26][C:27]([NH:1][C:2]1[C:10]2[C:5](=[N:6][CH:7]=[N:8][C:9]=2[NH:11][C:12]2[CH:17]=[CH:16][CH:15]=[C:14]([Cl:18])[CH:13]=2)[NH:4][N:3]=1)=[O:28])[C:20]1[CH:25]=[CH:24][CH:23]=[CH:22][CH:21]=1. Procedure: With the exclusion of moisture, 261 mg (1.00 mmol) of 3-amino-4-(3-chloro-phenylamino)-1H-pyrazolo[3,4-d]pyrimidine (see Step 1.6) are dissolved in 2.5 ml of dioxane and 1 ml of DMEU; 138 μl (1.1 mmol) of benzyl isocyanate are added and the reaction mixture is stirred at RT overnight. The dioxane is evaporated off from the reaction mixture in a rotary evaporator. The resulting yellow solution is poured into 75 ml of water and the product that precipitates is filtered off. Stirring in boiling eth... The reactants are [OH-].[Na+] (sodium hydroxide), NCC(=O)O (glycine), ClCP(O)(O)=O (chloromethylphosphonic acid), [OH-].[Na+] (sodium hydroxide), [OH-].[Na+] (sodium hydroxide). Solvent: O (water). Yields the product P(=O)(O)(O)CNCC(=O)O (N-phosphonomethylglycine). RXN SMILES: [NH2:1][CH2:2][C:3]([OH:5])=[O:4].Cl[CH2:7][P:8](=[O:11])([OH:10])[OH:9].[OH-].[Na+]>O>[P:8]([CH2:7][NH:1][CH2:2][C:3]([OH:5])=[O:4])([OH:11])([OH:10])=[O:9] |f:2.3|. Reported procedure: A mixture of about 50 parts of glycine, 92 parts of chloromethylphosphonic acid, 150 part of 50% aqueous sodium hydroxide and 100 parts water was introduced into a suitable reaction vessel and maintained at reflux temperature while an additional 50 parts of 50% aqueous sodium hydroxide was added. The pH of the reaction mixture was maintained between 10 and 12 by the rate of addition of the sodium hydroxide. After all of the caustic solution had been added, the reaction mixture was refluxed for a... Reactants: FC1=CC=C(COC2=CC(NC=C2)=O)C=C1 (4-(4-fluorobenzyloxy)pyridin-2(1H)-one), BrC=1C=CC=2C3=C(N(C2C1)C)CCN(CC3)C(=O)OC(C)(C)C (tert-butyl 8-bromo-6-methyl-1,2,4,5-tetrahydroazepino[4,5-b]indole-3(6H)-carboxylate), OC=1C=CC=C2C=CC=NC12 (8-hydroxyquinoline), C(=O)([O-])[O-].[Cs+].[Cs+] (Cs2CO3), C (charcoal). The reagents and catalysts are [Cu]I (CuI). Run in CS(=O)C (DMSO), C(Cl)Cl (DCM). Run at temperature 25 celsius, time 5 minute. Yields the product FC1=CC=C(COC2=CC(N(C=C2)C=2C=CC=3C4=C(N(C3C2)C)CCN(CC4)C(=O)OC(C)(C)C)=O)C=C1 (tert-Butyl 8-(4-(4-fluorobenzyloxy)-2-oxopyridin-1(2H)-yl)-6-methyl-1,2,4,5-tetrahydroazepino[4,5-b]indole-3(6H)carboxylate). Yield: 64.4%. Reaction SMILES: [F:1][C:2]1[CH:16]=[CH:15][C:5]([CH2:6][O:7][C:8]2[CH:13]=[CH:12][NH:11][C:10](=[O:14])[CH:9]=2)=[CH:4][CH:3]=1.Br[C:18]1[CH:19]=[CH:20][C:21]2[C:22]3[CH2:32][CH2:31][N:30]([C:33]([O:35][C:36]([CH3:39])([CH3:38])[CH3:37])=[O:34])[CH2:29][CH2:28][C:23]=3[N:24]([CH3:27])[C:25]=2[CH:26]=1.OC1C=CC=C2C=1N=CC=C2.C([O-])([O-])=O.[Cs+].[Cs+].C>CS(C)=O.C(Cl)Cl.[Cu]I>[F:1][C:2]1[CH:16]=[CH:15][C:5]([CH2:6][O:7][C:8]2[CH:13]=[CH:12][N:11]([C:18]3[CH:19]=[CH:20][C:21]4[C:22]5[CH2:32][CH2:31][N:30]([C:33]([O:35][C:36]([CH3:39])([CH3:38])[CH3:37])=[O:34])[CH2:29][CH2:28][C:23]=5[N:24]([CH3:27])[C:25]=4[CH:26]=3)[C:10](=[O:14])[CH:9]=2)=[CH:4][CH:3]=1 |f:3.4.5|. Procedure details: A suspension of 4-(4-fluorobenzyloxy)pyridin-2(1H)-one (79 mg, 0.36 mmol), tert-butyl 8-bromo-6-methyl-1,2,4,5-tetrahydroazepino[4,5-b]indole-3(6H)-carboxylate (150 mg, 0.40 mmol), 8-hydroxyquinoline (11 mg, 0.072 mmol) and Cs2CO3 (129 mg, 0.40 mmol) in DMSO (10 mL) was degassed under reduced pressure for 40 min. CuI (82 mg, 0.43 mmol) was added to the above solution, and the reaction mixture was degassed under reduced pressure for 2×5 min. The suspension was cooled, 9:0.9:0.1 CH2Cl2/MeOH/NH4OH ... Reaction SMILES: [Br:1][c:2]1[cH:3][c:4]([C:8]([CH3:9])([CH3:10])[NH:11][S:12](=[O:13])(=[O:14])[CH2:15][CH3:16])[cH:5][n:6][cH:7]1.[Cl:17][c:18]1[c:19]([C:20]#[N:21])[cH:22][cH:23][c:24]([B:26]2[O:27][C:28]([CH3:29])([CH3:30])[C:31]([CH3:32])([CH3:33])[O:34]2)[cH:25]1.[Na+:35].[Na+:36].[O-:37][C:38](=[O:39])[O-:40].[O:41]=[CH:42][N:43]([CH3:44])[CH3:45]>>[c:2]1(-[c:24]2[cH:23][cH:22][c:19]([C:20]#[N:21])[c:18]([Cl:17])[cH:25]2)[cH:3][c:4]([C:8]([CH3:9])([CH3:10])[NH:11][S:12](=[O:13])(=[O:14])[CH2:15][CH3:16])[cH:5][n:6][cH:7]1. Product: CCS(=O)(=O)NC(C)(C)c1cncc(-c2ccc(C#N)c(Cl)c2)c1. Reactants: CCS(=O)(=O)NC(C)(C)c1cncc(Br)c1, CC1(C)OB(c2ccc(C#N)c(Cl)c2)OC1(C)C, [Na+], [Na+], O=C([O-])[O-], CN(C)C=O. The reactants are C(C1=CC=CC=C1)C(C(=O)OCC)C(=O)OCC (diethyl 2-benzylmalonate), [OH-].[Na+] (NaOH). The solvent is C(C)O (ethanol). Run at time 8 hour. Yields the product C(C1=CC=CC=C1)C(C(=O)OCC)=C (Ethyl 2-benzylacrylate). As a reaction SMILES: [CH2:1]([CH:8]([C:14](OCC)=O)[C:9]([O:11][CH2:12][CH3:13])=[O:10])[C:2]1[CH:7]=[CH:6][CH:5]=[CH:4][CH:3]=1.[OH-].[Na+]>C(O)C>[CH2:1]([C:8](=[CH2:14])[C:9]([O:11][CH2:12][CH3:13])=[O:10])[C:2]1[CH:7]=[CH:6][CH:5]=[CH:4][CH:3]=1 |f:1.2|. Procedure details: 127.6 g of diethyl 2-benzylmalonate are refluxed with 20.4 g of NaOH in 1 l of dry ethanol. After 8 hours, the solvent is removed, the residue is taken up in 2N HCl, and the solution is extracted with ether. The organic phase is dried and concentrated. The residue is cooled, and 51.2 ml of diethylamine and 43.7 ml of 36% strength formaldehyde solution are added. The mixture is left to stand overnight and then extracted with ether, and the extracts are dried and concentrated. The product is disti... Starting materials: C(C)(=O)O (Acetic acid), C(C)(C)(C)C1=C(C(=CC(=C1)SC(C)(C)SC1=CC(=C(C(=C1)C(C)(C)C)OC[C@@H]1OC(O[C@H]1COC)OCC)C(C)(C)C)C(C)(C)C)O (2,6-Di-tert-butyl-4-{1-[3,5-di-tert-butyl-4-(2-ethoxy-5(s)-methoxymethyl-[1,3]dioxolan-4(S)-ylmethoxy)-phenylsulfanyl]-1-methyl-ethylsulfanyl}-phenol), resultant mixture. Solvent: O (water), O (water), CO (methanol). Reaction conditions: time 30 minute. Product: C(C)(C)(C)C1=C(OC[C@@H]([C@H](COC)O)O)C(=CC(=C1)S(SC1=CC(=C(C(=C1)C(C)(C)C)O)C(C)(C)C)C(C)C)C(C)(C)C (1-{2,6-di-tert-butyl-4-[1-(3,5-di-tert-butyl-4-hydroxyphenylsulfanyl)-1-methylethylsulfanyl]phenoxy}-4-methoxybutane-2(S),3(S)-diol). The yield is 99.0%. Reaction SMILES: C(C1C=C(S[C:12]([S:15][C:16]2[CH:21]=[C:20]([C:22]([CH3:25])([CH3:24])[CH3:23])[C:19]([O:26][CH2:27][C@H:28]3[C@H:32]([CH2:33][O:34][CH3:35])[O:31]C(OCC)[O:29]3)=[C:18]([C:39]([CH3:42])([CH3:41])[CH3:40])[CH:17]=2)([CH3:14])[CH3:13])C=C(C(C)(C)C)C=1O)(C)(C)C.[C:48]([OH:51])(=O)[CH3:49]>CO.O>[C:39]([C:18]1[CH:17]=[C:16]([SH:15]([CH:12]([CH3:13])[CH3:14])[S:15][C:16]2[CH:21]=[C:49]([C:22]([CH3:20])([CH3:23])[CH3:24])[C:48]([OH:51])=[C:18]([C:39]([CH3:42])([CH3:40])[CH3:41])[CH:17]=2)[CH:21]=[C:20]([C:22]([CH3:24])([CH3:25])[CH3:23])[C:19]=1[O:26][CH2:27][C@H:28]([OH:29])[C@@H:32]([OH:31])[CH2:33][O:34][CH3:35])([CH3:42])([CH3:41])[CH3:40]. Reported procedure: 2,6-Di-tert-butyl-4-{1-[3,5-di-tert-butyl-4-(2-ethoxy-5(s)-methoxymethyl-[1,3]dioxolan-4(S)-ylmethoxy)-phenylsulfanyl]-1-methyl-ethylsulfanyl}-phenol (Ex-15A, 0.72 g, 1.1 mmol) was dissolved in methanol (3 mL). Acetic acid (0.14 mL) and water (0.14 mL) were added and the resultant mixture was stirred at reflux for 3 h. The reaction mixture was diluted with water (10 mL) and extracted with dichloromethane (3×10 mL). The combined organic extracts were dried over sodium sulfate and concentrated to ... The reactants are BrN1C(CCC1=O)=O (N-bromosuccinimide), azoisobutyronitrile, C(C)OC=CC(C(F)(F)F)=O (4-ethoxy-1,1,1-trifluoro-but-3-en-2-one). Solvent: ClC(Cl)(Cl)Cl (tetrachloromethane). The product is BrC(C(C(F)(F)F)=O)=COCC (3-bromo-4-ethoxy-1,1,1-trifluorobut-3-en-2-one). Isolated yield 78.5%. RXN SMILES: [Br:1]N1C(=O)CCC1=O.[CH2:9]([O:11][CH:12]=[CH:13][C:14](=[O:19])[C:15]([F:18])([F:17])[F:16])[CH3:10]>ClC(Cl)(Cl)Cl>[Br:1][C:13](=[CH:12][O:11][CH2:9][CH3:10])[C:14](=[O:19])[C:15]([F:17])([F:18])[F:16]. Procedure details: 9.8 g (0.055 mole) of N-bromosuccinimide and 100 mg azoisobutyronitrile are added to a solution of 8.4 g (0.05 mole) of 4-ethoxy-1,1,1-trifluoro-but-3-en-2-one in 50 ml of tetrachloromethane. The mixture is then refluxed for 8 hours, the cooled solution is filtered and the filtrate is concentrated. 13.4 g of a crude product are obtained whiose distillation under reduced pressure gives 9.7 g of 3-bromo-4-ethoxy-1,1,1-trifluorobut-3-en-2-one.